Dataset: the Open Reaction Database (ORD), a public repository of structured organic reaction records. Task: describe an organic reaction: reactants, conditions, products, and yield Reactants: [N+](=O)([O-])C1=CC2=C(NN=N2)C=C1 (5-nitrobenzotriazole), C(C)O (ethanol), [N+](=O)([O-])[O-].[Ag+] (silver nitrate). Run in O (water). Reaction conditions: time 30 minute. The product is [Ag].[N+](=O)([O-])C1=CC2=C(NN=N2)C=C1 (5-nitrobenzotriazole silver). Yield: 97.1%. As a reaction SMILES: [N+:1]([C:4]1[CH:12]=[CH:11][C:7]2[NH:8][N:9]=[N:10][C:6]=2[CH:5]=1)([O-:3])=[O:2].C(O)C.[N+]([O-])([O-])=O.[Ag+:20]>O>[Ag:20].[N+:1]([C:4]1[CH:12]=[CH:11][C:7]2[NH:8][N:9]=[N:10][C:6]=2[CH:5]=1)([O-:3])=[O:2] |f:2.3,5.6|. Procedure details: Solution was prepared by dissolving 18.0 g (0.11 mole) of 5-nitrobenzotriazole into 300 ml of ethanol and whereto a solution prepared by dissolving 16.9 g (0.10 mole) of silver nitrate into 100 ml of water was dropped and the mixture thereof was stirred for 30 minutes. The crystals thus produced were filtrated and were then washed with 100 ml of ethanol, and thus, 26.4 g of 5-nitrobenzotriazole silver were obtained. Reagents/catalysts: C=1C=CC(=CC1)[P](C=2C=CC=CC2)(C=3C=CC=CC3)[Pd]([P](C=4C=CC=CC4)(C=5C=CC=CC5)C=6C=CC=CC6)([P](C=7C=CC=CC7)(C=8C=CC=CC8)C=9C=CC=CC9)[P](C=1C=CC=CC1)(C=1C=CC=CC1)C=1C=CC=CC1 (Pd(PPh3)4). Yields the product FC1=C(C(=CC=C1)F)N1C(C=CC2=C1N=C(N=C2C=2C=C(C(=O)O)C=CC2C)SC)=O (3-[8-(2,6-difluorophenyl)-2-(methylthio)-7-oxo-7,8-dihydropyrido[2,3-d]pyrimidin-4-yl]-4-methylbenzoic acid). Reaction conditions: temperature 160 celsius, time 30 minute. Procedure details: The solution of 4-chloro-8-(2,6-difluorophenyl)-2-(methylthio) pyrido[2,3-d]pyrimidin-7(8H)-one (1.70 g, 5.00 mmol) in DME (150 mL) and H2O (50 mL), in a pressure flask (500 mL, Chemglass), was added 4-methyl-3-(4,4,5,5-tetramethyl-1,3,2-dioxaborolan-2-yl) benzoic acid (1.97 g, 7.50 mmol) and K2CO3 (4.15 g, 30.0 mmol). The resulting mixture was degassed with Argon for 5 minutes, mixed with Pd(PPh3)4 (0.232 g, 0.20 mmol) and heated with a preheated oil bath (160° C.) under vigorous stirring for 3... Starting materials: ClC=1C2=C(N=C(N1)SC)N(C(C=C2)=O)C2=C(C=CC=C2F)F (4-chloro-8-(2,6-difluorophenyl)-2-(methylthio) pyrido[2,3-d]pyrimidin-7(8H)-one), CC1=C(C=C(C(=O)O)C=C1)B1OC(C(O1)(C)C)(C)C (4-methyl-3-(4,4,5,5-tetramethyl-1,3,2-dioxaborolan-2-yl) benzoic acid), C(=O)([O-])[O-].[K+].[K+] (K2CO3). Yield: 97.9%. RXN SMILES: Cl[C:2]1[C:3]2[CH:13]=[CH:12][C:11](=[O:14])[N:10]([C:15]3[C:20]([F:21])=[CH:19][CH:18]=[CH:17][C:16]=3[F:22])[C:4]=2[N:5]=[C:6]([S:8][CH3:9])[N:7]=1.[CH3:23][C:24]1[CH:32]=[CH:31][C:27]([C:28]([OH:30])=[O:29])=[CH:26][C:25]=1B1OC(C)(C)C(C)(C)O1.C([O-])([O-])=O.[K+].[K+]>COCCOC.O.C1C=CC([P]([Pd]([P](C2C=CC=CC=2)(C2C=CC=CC=2)C2C=CC=CC=2)([P](C2C=CC=CC=2)(C2C=CC=CC=2)C2C=CC=CC=2)[P](C2C=CC=CC=2)(C2C=CC=CC=2)C2C=CC=CC=2)(C2C=CC=CC=2)C2C=CC=CC=2)=CC=1>[F:22][C:16]1[CH:17]=[CH:18][CH:19]=[C:20]([F:21])[C:15]=1[N:10]1[C:4]2[N:5]=[C:6]([S:8][CH3:9])[N:7]=[C:2]([C:25]3[CH:26]=[C:27]([CH:31]=[CH:32][C:24]=3[CH3:23])[C:28]([OH:30])=[O:29])[C:3]=2[CH:13]=[CH:12][C:11]1=[O:14] |f:2.3.4,^1:58,60,79,98|. Run in COCCOC (DME), O (H2O). Starting materials: [BH4-], N#Cc1ccc(C=O)cc1, CCO, [Na+], C1CCOC1. Product: N#Cc1ccc(CO)cc1. RXN SMILES: [BH4-:11].[C:1](#[N:2])[c:3]1[cH:4][cH:5][c:6]([CH:7]=[O:8])[cH:9][cH:10]1.[CH3:13][CH2:14][OH:15].[Na+:12].[O:16]1[CH2:17][CH2:18][CH2:19][CH2:20]1>>[C:1](#[N:2])[c:3]1[cH:4][cH:5][c:6]([CH2:7][OH:8])[cH:9][cH:10]1. Reactants: CC#N, O=[N+]([O-])c1c(Cl)nc2ccccc2c1NCc1cc(-c2ccc(F)cc2)no1. The product is Nc1c(Cl)nc2ccccc2c1NCc1cc(-c2ccc(F)cc2)no1. RXN SMILES: [CH3:29][C:30]#[N:31].[Cl:1][c:2]1[n:3][c:4]2[cH:5][cH:6][cH:7][cH:8][c:9]2[c:10]([NH:15][CH2:16][c:17]2[cH:18][c:19](-[c:22]3[cH:23][cH:24][c:25]([F:28])[cH:26][cH:27]3)[n:20][o:21]2)[c:11]1[N+:12]([O-:13])=[O:14]>>[Cl:1][c:2]1[n:3][c:4]2[cH:5][cH:6][cH:7][cH:8][c:9]2[c:10]([NH:15][CH2:16][c:17]2[cH:18][c:19](-[c:22]3[cH:23][cH:24][c:25]([F:28])[cH:26][cH:27]3)[n:20][o:21]2)[c:11]1[NH2:12]. Reaction conditions: time 1 hour. Reactants: C(C)OC(CCN(C(CCCCCNC(=O)OCC1C2=CC=CC=C2C=2C=CC=CC12)=O)CC(=O)OCC)=O (3-{Ethoxycarbonylmethyl-[6-(9H-fluoren-9-ylmethoxycarbonylamino)-hexanoyl]-amino}-propionic acid ethyl ester). As a reaction SMILES: [CH2:1]([O:3][C:4](=[O:39])[CH2:5][CH2:6][N:7]([CH2:33][C:34]([O:36][CH2:37][CH3:38])=[O:35])[C:8](=[O:32])[CH2:9][CH2:10][CH2:11][CH2:12][CH2:13][NH:14]C(OCC1C2C=CC=CC=2C2C1=CC=CC=2)=O)[CH3:2]>N1CCCCC1.CN(C)C=O>[CH2:1]([O:3][C:4](=[O:39])[CH2:5][CH2:6][N:7]([C:8](=[O:32])[CH2:9][CH2:10][CH2:11][CH2:12][CH2:13][NH2:14])[CH2:33][C:34]([O:36][CH2:37][CH3:38])=[O:35])[CH3:2]. The solvent is N1CCCCC1 (piperidine), CN(C=O)C (dimethylformamide). Product: C(C)OC(CCN(CC(=O)OCC)C(CCCCCN)=O)=O (3-[(6-Amino-hexanoyl)-ethoxycarbonylmethyl-amino]-propionic acid ethyl ester). Reported procedure: 3-{Ethoxycarbonylmethyl-[6-(9H-fluoren-9-ylmethoxycarbonylamino)-hexanoyl]-amino}-propionic acid ethyl ester AB (11.5 g, 21.3 mmol) was dissolved in 20% piperidine in dimethylformamide at 0° C. The solution was continued stirring for 1 h. The reaction mixture was concentrated under vacuum, water was added to the residue, and the product was extracted with ethyl acetate. The crude product was purified by conversion into its hydrochloride salt. Reaction SMILES: O[CH2:2][CH2:3][CH2:4][CH2:5][CH2:6][C:7]1[CH:12]=[CH:11][C:10]([O:13][C:14]2[CH:19]=[CH:18][CH:17]=[CH:16][CH:15]=2)=[CH:9][CH:8]=1.C1(P(C2C=CC=CC=2)C2C=CC=CC=2)C=CC=CC=1.CCOC(/N=N/C(OCC)=O)=O.C1(P([N:65]=[N+:66]=[N-:67])(C2C=CC=CC=2)=O)C=CC=CC=1.C([O-])(O)=O.[Na+]>C1COCC1.C(OCC)(=O)C>[N:65]([CH2:2][CH2:3][CH2:4][CH2:5][CH2:6][C:7]1[CH:12]=[CH:11][C:10]([O:13][C:14]2[CH:19]=[CH:18][CH:17]=[CH:16][CH:15]=2)=[CH:9][CH:8]=1)=[N+:66]=[N-:67] |f:4.5|. Reported procedure: To a solution of the product from Step 1 (3.5 mmol) in 15 mL of THF at -0° C. was added triphenylphosphine (921 mg), followed by diethylazodicarboxylate (0.55 mL) and diphenylphosphoryl azide (0.75 mL). The solution was allowed to warm to room temperature overnight. After 48 hours, the reaction was poured into ethyl acetate and sat. aq. NaHCO3 solution, then washed with brine, dried (Na2SO4) and concentrated in vacuo to provide the crude product. Purification by chromatography on silica gel (50%... The reactants are C1(=CC=CC=C1)P(=O)(C1=CC=CC=C1)N=[N+]=[N-] (diphenylphosphoryl azide), C(=O)(O)[O-].[Na+] (NaHCO3), OCCCCCC1=CC=C(C=C1)OC1=CC=CC=C1 ((±)-4-[(hydroxy)pentyl]-1-(phenoxy)benzene), C1(=CC=CC=C1)P(C1=CC=CC=C1)C1=CC=CC=C1 (triphenylphosphine), CCOC(=O)/N=N/C(=O)OCC (diethylazodicarboxylate). The solvent is C(C)(=O)OCC (ethyl acetate), C1CCOC1 (THF). Reaction conditions: time 48 hour. The product is N(=[N+]=[N-])CCCCCC1=CC=C(C=C1)OC1=CC=CC=C1 ((±)-4-[(azido)pentyl]-1-(phenoxy)benzene). Product: FC=1C=CC(=C2C=C(N=CC12)O)C (8-Fluoro-5-methylisoquinolin-3-ol). The reagents and catalysts are C=1C=CC(=CC1)[P](C=2C=CC=CC2)(C=3C=CC=CC3)[Pd]([P](C=4C=CC=CC4)(C=5C=CC=CC5)C=6C=CC=CC6)([P](C=7C=CC=CC7)(C=8C=CC=CC8)C=9C=CC=CC9)[P](C=1C=CC=CC1)(C=1C=CC=CC1)C=1C=CC=CC1 (Pd(PPh3)4). Reported procedure: A solution of 5-Bromo-8-fluoroisoquinolin-3-ol (76.5 mg, 0.316 mmol), 2.0 M of dimethylzinc in toluene (0.40 mL, 0.80 mmol), and Pd(PPh3)4 (22 mg, 0.019 mmol) in THF in a microwave reactor tube was heated in the microwave reactor to 80° C. for 60 min. The reaction solution was poured into sat. aq. NH4Cl, and the resulting mixture was extracted with DCM (3×25 mL). The combined DCM extracts were washed with brine, dried over MgSO4, filtered, and concentrated in vacuo. The residue was triturated wi... Run in C1CCOC1 (THF). As a reaction SMILES: Br[C:2]1[CH:11]=[CH:10][C:9]([F:12])=[C:8]2[C:3]=1[CH:4]=[C:5]([OH:13])[N:6]=[CH:7]2.[CH3:14][Zn]C.C1(C)C=CC=CC=1.[NH4+].[Cl-]>C1COCC1.C1C=CC([P]([Pd]([P](C2C=CC=CC=2)(C2C=CC=CC=2)C2C=CC=CC=2)([P](C2C=CC=CC=2)(C2C=CC=CC=2)C2C=CC=CC=2)[P](C2C=CC=CC=2)(C2C=CC=CC=2)C2C=CC=CC=2)(C2C=CC=CC=2)C2C=CC=CC=2)=CC=1>[F:12][C:9]1[CH:10]=[CH:11][C:2]([CH3:14])=[C:3]2[C:8]=1[CH:7]=[N:6][C:5]([OH:13])=[CH:4]2 |f:3.4,^1:34,36,55,74|. Reactants: BrC1=C2C=C(N=CC2=C(C=C1)F)O (5-Bromo-8-fluoroisoquinolin-3-ol), C[Zn]C (dimethylzinc), C1(=CC=CC=C1)C (toluene), [NH4+].[Cl-] (NH4Cl).